Dataset: the Open Reaction Database (ORD), a public repository of structured organic reaction records. Task: describe an organic reaction: reactants, conditions, products, and yield Reactants: CCN1CCN(c2ccc(C(=O)OC)cc2)CC1, C[Al](C)C, Cc1ccccc1, CO, COc1cc(CCc2cc(N)[nH]n2)cc(OC)c1, Cl. The product is CCN1CCN(c2ccc(C(=O)Nc3cc(CCc4cc(OC)cc(OC)c4)n[nH]3)cc2)CC1. RXN SMILES: [CH2:23]([CH3:24])[N:25]1[CH2:26][CH2:27][N:28]([c:31]2[cH:32][cH:33][c:34]([C:35](=[O:36])[O:37][CH3:38])[cH:39][cH:40]2)[CH2:29][CH2:30]1.[CH3:1][Al:2]([CH3:3])[CH3:4].[CH3:42][c:43]1[cH:44][cH:45][cH:46][cH:47][cH:48]1.[CH3:49][OH:50].[CH3:5][O:6][c:7]1[cH:8][c:9]([CH2:15][CH2:16][c:17]2[cH:18][c:19]([NH2:22])[nH:20][n:21]2)[cH:10][c:11]([O:13][CH3:14])[cH:12]1.[ClH:41]>>[CH3:5][O:6][c:7]1[cH:8][c:9]([CH2:15][CH2:16][c:17]2[cH:18][c:19]([NH:22][C:35]([c:34]3[cH:33][cH:32][c:31]([N:28]4[CH2:27][CH2:26][N:25]([CH2:23][CH3:24])[CH2:30][CH2:29]4)[cH:40][cH:39]3)=[O:36])[nH:20][n:21]2)[cH:10][c:11]([O:13][CH3:14])[cH:12]1. Starting materials: CC(=O)OC(C)=O, CCN(C(C)C)C(C)C, O=CO, ClCCl, CC(=O)c1cccc(N)c1. Product: CC(=O)c1cccc(NC=O)c1. Reaction SMILES: [CH3:1][C:2]([O:3][C:4](=[O:5])[CH3:6])=[O:7].[CH:21]([N:22]([CH:23]([CH3:24])[CH3:25])[CH2:26][CH3:27])([CH3:28])[CH3:29].[CH:8](=[O:9])[OH:10].[Cl:30][CH2:31][Cl:32].[NH2:11][c:12]1[cH:13][c:14]([C:18]([CH3:19])=[O:20])[cH:15][cH:16][cH:17]1>>[CH:8](=[O:10])[NH:11][c:12]1[cH:13][c:14]([C:18]([CH3:19])=[O:20])[cH:15][cH:16][cH:17]1.